Dataset: the Open Reaction Database (ORD), a public repository of structured organic reaction records. Task: describe an organic reaction: reactants, conditions, products, and yield The reactants are O=C1N(C(C2=CC=CC=C12)=O)CCC=1C=C2C(=CC1)N(CC21CCN(CC1)C(=O)OC(C)(C)C)C=1C2=C(N=CN1)CC[C@H]2C ((R)-tert-butyl 5-(2-(1,3-dioxoisoindolin-2-yl)ethyl)-1-(5-methyl-6,7-dihydro-5H-cyclopenta[d]pyrimidin-4-yl)spiro[indoline-3,4′-piperidine]-1′-carboxylate), O.NN (hydrazine monohydrate). The solvent is CCO (EtOH). Conditions: temperature 40 celsius. Yields the product NCCC=1C=C2C(=CC1)N(CC21CCN(CC1)C(=O)OC(C)(C)C)C=1C2=C(N=CN1)CC[C@H]2C ((R)-tert-butyl 5-(2-aminoethyl)-1-(5-methyl-6,7-dihydro-5H-cyclopenta[d]pyrimidin-4-yl)spiro[indoline-3,4′-piperidine]-1′-carboxylate). Yield: 84.4%. As a reaction SMILES: O=C1C2C(=CC=CC=2)C(=O)[N:3]1[CH2:12][CH2:13][C:14]1[CH:15]=[C:16]2[C:22]3([CH2:27][CH2:26][N:25]([C:28]([O:30][C:31]([CH3:34])([CH3:33])[CH3:32])=[O:29])[CH2:24][CH2:23]3)[CH2:21][N:20]([C:35]3[C:36]4[C@H:43]([CH3:44])[CH2:42][CH2:41][C:37]=4[N:38]=[CH:39][N:40]=3)[C:17]2=[CH:18][CH:19]=1.O.NN>CCO>[NH2:3][CH2:12][CH2:13][C:14]1[CH:15]=[C:16]2[C:22]3([CH2:27][CH2:26][N:25]([C:28]([O:30][C:31]([CH3:34])([CH3:32])[CH3:33])=[O:29])[CH2:24][CH2:23]3)[CH2:21][N:20]([C:35]3[C:36]4[C@H:43]([CH3:44])[CH2:42][CH2:41][C:37]=4[N:38]=[CH:39][N:40]=3)[C:17]2=[CH:18][CH:19]=1 |f:1.2|. Procedure details: To a solution of (R)-tert-butyl 5-(2-(1,3-dioxoisoindolin-2-yl)ethyl)-1-(5-methyl-6,7-dihydro-5H-cyclopenta[d]pyrimidin-4-yl)spiro[indoline-3,4′-piperidine]-1′-carboxylate (0.014 g, 0.023 mmol) in EtOH (0.2 mL) was added hydrazine monohydrate (0.012 ml, 0.26 mmol). The solution was heated at 40° C. for 4 hours. After cooling, the solid was filtered and rinsed with EtOH. The filtrate was concentrated to dryness. The crude product was purified by column chromatography (10% MeOH/DCM then 10% MeOH/D... Reactants: [OH-].[Na+] (sodium hydroxide), N1C=NC=C1 (imidazole), ClC1=NC(=NC(=N1)N(C1=CC=CC=C1)C)N1CCOCC1 (2-chloro-4-(N-methyl-N-phenylamino)-6-morpholino-1,3,5-triazine). Run in CN(C)C=O (DMF). Reaction conditions: time 5 hour. The product is N1(C=NC=C1)C1=NC(=NC(=N1)N(C1=CC=CC=C1)C)N1CCOCC1 (2-(1-Imidazolyl)-4-(N-methyl-N-phenylamino)-6-morpholino-1,3,5-triazine). Isolated yield 46.2%. Reaction SMILES: Cl[C:2]1[N:7]=[C:6]([N:8]([CH3:15])[C:9]2[CH:14]=[CH:13][CH:12]=[CH:11][CH:10]=2)[N:5]=[C:4]([N:16]2[CH2:21][CH2:20][O:19][CH2:18][CH2:17]2)[N:3]=1.[OH-].[Na+].[NH:24]1[CH:28]=[CH:27][N:26]=[CH:25]1>CN(C=O)C>[N:24]1([C:2]2[N:7]=[C:6]([N:8]([CH3:15])[C:9]3[CH:14]=[CH:13][CH:12]=[CH:11][CH:10]=3)[N:5]=[C:4]([N:16]3[CH2:21][CH2:20][O:19][CH2:18][CH2:17]3)[N:3]=2)[CH:28]=[CH:27][N:26]=[CH:25]1 |f:1.2|. Procedure: The obtained 2-chloro-4-(N-methyl-N-phenylamino)-6-morpholino-1,3,5-triazine (135 mg, 0.457 mmol) was dissolved in DMF (5 ml), added with sodium hydroxide (19.2 mg, 0.480 mmol) and imidazole (32.7 mg, 0.480 mmol) and stirred at 110° C.-120° C. for 5 hours. After allowing to cool to room temperature, the solvent was removed under reduced pressure. The residue was added with ethyl acetate and water, and then shaken for mixing. The organic layer was separated from the mixture, washed with water and... The reactants are Cc1ncn(C)c1C, [Li]CCCC, CN(C)C=O, C1CCOC1. Yields the product Cc1nc(C=O)n(C)c1C. Reaction SMILES: [CH3:1][n:2]1[cH:3][n:4][c:5]([CH3:8])[c:6]1[CH3:7].[CH3:9][CH2:10][CH2:11][CH2:12][Li:13].[O:14]=[CH:15][N:16]([CH3:17])[CH3:18].[O:19]1[CH2:20][CH2:21][CH2:22][CH2:23]1>>[CH3:1][n:2]1[c:3]([CH:15]=[O:14])[n:4][c:5]([CH3:8])[c:6]1[CH3:7]. Starting materials: COc1ccc(C2=NN(C3CCNCC3)C(=O)C2(C)C)cc1OC, Cc1cccnc1C(=O)O. Yields the product COc1ccc(C2=NN(C3CCN(C(=O)c4ncccc4C)CC3)C(=O)C2(C)C)cc1OC. RXN SMILES: [CH3:1][O:2][c:3]1[cH:4][c:5]([C:11]2=[N:15][N:14]([CH:16]3[CH2:17][CH2:18][NH:19][CH2:20][CH2:21]3)[C:13](=[O:22])[C:12]2([CH3:23])[CH3:24])[cH:6][cH:7][c:8]1[O:9][CH3:10].[CH3:25][c:26]1[c:27]([C:32](=[O:33])[OH:34])[n:28][cH:29][cH:30][cH:31]1>>[CH3:1][O:2][c:3]1[cH:4][c:5]([C:11]2=[N:15][N:14]([CH:16]3[CH2:17][CH2:18][N:19]([C:32]([c:27]4[c:26]([CH3:25])[cH:31][cH:30][cH:29][n:28]4)=[O:33])[CH2:20][CH2:21]3)[C:13](=[O:22])[C:12]2([CH3:23])[CH3:24])[cH:6][cH:7][c:8]1[O:9][CH3:10]. Yields the product CCCC1CCC(c2ccc(C=CF)cc2)CC1. As a reaction SMILES: [CH2:1]([CH2:2][CH3:3])[CH:4]1[CH2:5][CH2:6][CH:7]([c:10]2[cH:11][cH:12][c:13]([CH:16]=[C:17]([F:18])[F:19])[cH:14][cH:15]2)[CH2:8][CH2:9]1.[CH3:26][c:27]1[cH:28][cH:29][cH:30][cH:31][cH:32]1.[CH3:34][O:35][CH2:36][CH2:37][O:38][Al+:39][O:40][CH2:41][CH2:42][O:43][CH3:44].[H-:33].[H-:46].[Na+:45].[OH2:47].[cH:20]1[cH:21][cH:22][cH:23][cH:24][cH:25]1>>[CH2:1]([CH2:2][CH3:3])[CH:4]1[CH2:5][CH2:6][CH:7]([c:10]2[cH:11][cH:12][c:13]([CH:16]=[CH:17][F:18])[cH:14][cH:15]2)[CH2:8][CH2:9]1. Starting materials: CCCC1CCC(c2ccc(C=C(F)F)cc2)CC1, Cc1ccccc1, COCCO[Al+]OCCOC, [H-], [H-], [Na+], O, c1ccccc1.